Task: describe an organic reaction: reactants, conditions, products, and yield. Dataset: the Open Reaction Database (ORD), a public repository of structured organic reaction records Yield: 83.1%. The solvent is C1CCOC1 (THF), C(Cl)Cl (CH2Cl2). The product is O[C@H]1C[C@H]2CC[C@H]3[C@@H]4CC[C@@H]([C@@]4(C)CC[C@@H]3[C@]2(CC1)C)OC (3α-hydroxy-17β-methoxy-5β-androstane). Run at temperature -75 celsius, time 3 hour. Procedure: A solution of 17β-methoxy-5β-androstan-3-one (130 mg, 0.42 mmol) in dry THF (15 mL) was treated with lithium tri(tert-butoxy)aluminum hydride (1 mL, 1M in THF, 1 mmol) at -73° C. After stirring the mixture at -75° C. for 3 hr and then at -10° C. for 1.5 hr, the mixture was quenched with NaOH solution (1N, 2 mL). The solvents were removed and the residue was extracted with EtOAc. The organic layer was washed with water, and brine. After drying over anhyd. MgSO4 the solution was filtered and evapo... Reaction SMILES: [CH3:1][O:2][C@H:3]1[CH2:8][CH2:7][C@H:6]2[C@H:9]3[C@H:19]([CH2:20][CH2:21][C@:4]12[CH3:5])[C@:17]1([CH3:18])[C@@H:12]([CH2:13][C:14](=[O:22])[CH2:15][CH2:16]1)[CH2:11][CH2:10]3.[H-].C(O[Al](OC(C)(C)C)OC(C)(C)C)(C)(C)C.[Li+]>C1COCC1.C(Cl)Cl>[OH:22][C@@H:14]1[CH2:15][CH2:16][C@@:17]2([CH3:18])[C@H:12]([CH2:11][CH2:10][C@@H:9]3[C@@H:19]2[CH2:20][CH2:21][C@@:4]2([CH3:5])[C@H:6]3[CH2:7][CH2:8][C@@H:3]2[O:2][CH3:1])[CH2:13]1 |f:1.2.3|. Reactants: CO[C@@H]1[C@]2(C)[C@@H](CC1)[C@@H]1CC[C@@H]3CC(CC[C@]3(C)[C@H]1CC2)=O (17β-methoxy-5β-androstan-3-one), [H-].C(C)(C)(C)O[Al](OC(C)(C)C)OC(C)(C)C.[Li+] (lithium tri(tert-butoxy)aluminum hydride), crude product. The reactants are OC(CNC(OCC1=CC=CC=C1)=O)CO (benzyl 2,3-dihydroxypropylcarbamate), CC(C)(C)[Si](C)(C)Cl (TBDMSCl), N1C=NC=C1 (imidazole), C1(=CC=C(C=C1)S(=O)(=O)O)C (p-toluenesulfonic acid). Solvent: CN(C)C=O (DMF), CCOC(=O)C (EtOAc), CO (methanol). Conditions: time 20 hour. The product is [Si](C)(C)(C(C)(C)C)OC(CNC(OCC1=CC=CC=C1)=O)CO (benzyl 2-(tert-butyldimethylsilyloxy)-3-hydroxypropylcarbamate). Reaction SMILES: [OH:1][CH:2]([CH2:15][OH:16])[CH2:3][NH:4][C:5](=[O:14])[O:6][CH2:7][C:8]1[CH:13]=[CH:12][CH:11]=[CH:10][CH:9]=1.[CH3:17][C:18]([Si:21](Cl)([CH3:23])[CH3:22])([CH3:20])[CH3:19].N1C=CN=C1.C1(C)C=CC(S(O)(=O)=O)=CC=1>CN(C=O)C.CO.CCOC(C)=O>[Si:21]([O:1][CH:2]([CH2:15][OH:16])[CH2:3][NH:4][C:5](=[O:14])[O:6][CH2:7][C:8]1[CH:13]=[CH:12][CH:11]=[CH:10][CH:9]=1)([C:18]([CH3:20])([CH3:19])[CH3:17])([CH3:23])[CH3:22]. Procedure details: To a solution of benzyl 2,3-dihydroxypropylcarbamate in DMF (0.1 M) was added TBDMSCl (2.2 eq.) and imidazole (2.5 eq.) at room temperature. After stirred for 20 h, the reaction mixture was worked up with EtOAc, which was washed with water and brine. The organic layer was separated, dried and concentrated to give the crude bis-silylated product, which was dissolved in methanol (0.16 M) followed by addition of p-toluenesulfonic acid (0.1 equiv.) at 0° C. The reaction mixture was stirred for 1.5 h... Starting materials: solution, [OH-].[Na+] (sodium hydroxide), ClC1=CC=C(C(=O)N(C(C(=O)OCC)C(=O)OCC)CCC#N)C=C1 (diethyl N-(p-chlorobenzoyl)-2-(2-cyanoethyl)aminomalonate). Solvent: CO (methanol). Run at time 16 hour. Product: O.O.ClC1=CC=C(C(=O)NC(C(=O)[O-])(C(=O)[O-])CCC#N)C=C1.[Na+].[Na+] (Disodium 2-(p-chlorobenzoylamino)-2-(2-cyanoethyl)malonate dihydrate). Reaction SMILES: [OH-:1].[Na+:2].[Cl:3][C:4]1[CH:27]=[CH:26][C:7]([C:8]([N:10](CCC#N)[CH:11]([C:17]([O:19]CC)=[O:18])[C:12]([O:14]CC)=[O:13])=[O:9])=[CH:6][CH:5]=1>CO>[OH2:9].[OH2:1].[Cl:3][C:4]1[CH:5]=[CH:6][C:7]([C:8]([NH:10][C:11]([CH2:6][CH2:7][C:8]#[N:10])([C:17]([O-:19])=[O:18])[C:12]([O-:14])=[O:13])=[O:9])=[CH:26][CH:27]=1.[Na+:2].[Na+:2] |f:0.1,4.5.6.7.8|. Reported procedure: A 1N solution of sodium hydroxide (80 ml) was added dropwise to a solution of 7.3 g of diethyl N-(p-chlorobenzoyl)-2-(2-cyanoethyl)aminomalonate in methanol (60 ml) at 0°-5° C., and the resulting mixture was stirred at room temperature for 16 hours. The reaction mixture was then concentrated under reduced pressure to a volume of 80 ml, and 60 ml of ethanol were added to the concentrate. The precipitate was filtered off, washed with 50 ml of ethanol and dried for 16 hours in vacuo, to afford 6.0 ... Run in O1CCCC1 (tetrahydrofuran). Reported procedure: A mixture of (3R,3aS,6aR)hexahydrofuro[2,3-b]furan-3-yl (1S,2R)-1-benzyl-3-[(1-ethylpropoxy)amino]-2-hydroxypropylcarbamate (200 mg, 0.474 mmol), 4-nitrophenylsulphonyl chloride (105 mg, 0.474 mmol), diisoproylethylamine (0.084 mL, 0.474 mmol) and dimethylaminopyridine (˜1 mg) in anhydrous tetrahydrofuran (3 mL) was stirred at ambient temperature over 16 hours under an Argon atmosphere. The reaction was evaporated in vacuo and the residue was partitioned between dichloromethane and aqueous sodiu... Yield: 88.2%. Reaction SMILES: [CH2:1]([C@H:8]([NH:19][C:20](=[O:30])[O:21][C@@H:22]1[C@H:29]2[C@H:25]([O:26][CH2:27][CH2:28]2)[O:24][CH2:23]1)[C@H:9]([OH:18])[CH2:10][NH:11][O:12][CH:13]([CH2:16][CH3:17])[CH2:14][CH3:15])[C:2]1[CH:7]=[CH:6][CH:5]=[CH:4][CH:3]=1.[N+:31]([C:34]1[CH:39]=[CH:38][C:37]([S:40](Cl)(=[O:42])=[O:41])=[CH:36][CH:35]=1)([O-:33])=[O:32].C(N(C(C)C)CC)(C)C>O1CCCC1.CN(C1C=CC=CN=1)C>[CH2:1]([C@H:8]([NH:19][C:20](=[O:30])[O:21][C@@H:22]1[C@H:29]2[C@H:25]([O:26][CH2:27][CH2:28]2)[O:24][CH2:23]1)[C@H:9]([OH:18])[CH2:10][N:11]([O:12][CH:13]([CH2:14][CH3:15])[CH2:16][CH3:17])[S:40]([C:37]1[CH:36]=[CH:35][C:34]([N+:31]([O-:33])=[O:32])=[CH:39][CH:38]=1)(=[O:41])=[O:42])[C:2]1[CH:3]=[CH:4][CH:5]=[CH:6][CH:7]=1. The product is C(C1=CC=CC=C1)[C@@H]([C@@H](CN(S(=O)(=O)C1=CC=C(C=C1)[N+](=O)[O-])OC(CC)CC)O)NC(O[C@H]1CO[C@H]2OCC[C@H]21)=O ((3R,3aS,6aR)hexahydrofuro[2,3-b]furan-3-yl (1S,2R)-1-benzyl-3-{(1-ethylpropoxy)[(4-nitrophenyl)sulfonyl]amino}-2-hydroxypropylcarbamate). Run at time 16 hour. The reagents and catalysts are CN(C)C1=NC=CC=C1 (dimethylaminopyridine). The reactants are C(C1=CC=CC=C1)[C@@H]([C@@H](CNOC(CC)CC)O)NC(O[C@H]1CO[C@H]2OCC[C@H]21)=O ((3R,3aS,6aR)hexahydrofuro[2,3-b]furan-3-yl (1S,2R)-1-benzyl-3-[(1-ethylpropoxy)amino]-2-hydroxypropylcarbamate), [N+](=O)([O-])C1=CC=C(C=C1)S(=O)(=O)Cl (4-nitrophenylsulphonyl chloride), C(C)(C)N(CC)C(C)C (diisoproylethylamine). As a reaction SMILES: [C:1]([N:9]1[CH2:14][CH2:13][C:12](=O)[CH:11]([C:16]([O:18][CH3:19])=[O:17])[CH2:10]1)(=[O:8])[C:2]1[CH:7]=[CH:6][CH:5]=[CH:4][CH:3]=1.[SH:20][CH2:21][C:22]([O:24][CH2:25][CH3:26])=[O:23]>C(O)C>[C:1]([N:9]1[CH2:14][CH2:13][C:12]([S:20][CH2:21][C:22]([O:24][CH2:25][CH3:26])=[O:23])=[C:11]([C:16]([O:18][CH3:19])=[O:17])[CH2:10]1)(=[O:8])[C:2]1[CH:7]=[CH:6][CH:5]=[CH:4][CH:3]=1. Starting materials: C(C1=CC=CC=C1)(=O)N1CC(C(CC1)=O)C(=O)OC (1-benzoyl-3-methoxycarbonyl-4-piperidone), SCC(=O)OCC (Ethyl mercapto-acetate). Procedure: A solution of 1-benzoyl-3-methoxycarbonyl-4-piperidone (12 g; 0.046 mole) in absolute ethanol (150 cc), cooled to -10° C, is saturated with dry hydrochloric gas. Ethyl mercapto-acetate (10.8 g; 0.092 mole) is added thereto and a slight stream of hydrochloric gas is further passed therethrough at -10° C during 5 hours. After leaving the reaction mixture aside at room temperature during 70 hours, it is evaporated to dryness and the residue is dissolved in ether. The organic phase is washed with a ... Yield: 100.0%. Reaction conditions: time 5 hour. The solvent is C(C)O (ethanol). The product is C(C1=CC=CC=C1)(=O)N1CC(=C(CC1)SCC(=O)OCC)C(=O)OC (1-benzoyl-4-ethoxycarbonylmethylthio-3-methoxycarbonyl-1,2,5,6-tetrahydro-pyridine), oil. Starting materials: CCO, [Na+], [OH-], CCOC(=O)C(Cc1ccc(OCCC=C2c3ccccc3COc3ccccc32)cc1)OCC. Yields the product CCOC(Cc1ccc(OCCC=C2c3ccccc3COc3ccccc32)cc1)C(=O)O. RXN SMILES: [CH3:38][CH2:39][OH:40].[Na+:2].[OH-:1].[cH:3]1[cH:4][cH:5][cH:6][c:7]2[c:13]1[C:12](=[CH:14][CH2:15][CH2:16][O:17][c:18]1[cH:19][cH:20][c:21]([CH2:24][CH:25]([C:26](=[O:27])[O:28][CH2:29][CH3:30])[O:31][CH2:32][CH3:33])[cH:22][cH:23]1)[c:11]1[c:10]([cH:37][cH:36][cH:35][cH:34]1)[CH2:9][O:8]2>>[cH:3]1[cH:4][cH:5][cH:6][c:7]2[c:13]1[C:12](=[CH:14][CH2:15][CH2:16][O:17][c:18]1[cH:19][cH:20][c:21]([CH2:24][CH:25]([C:26](=[O:27])[OH:28])[O:31][CH2:32][CH3:33])[cH:22][cH:23]1)[c:11]1[c:10]([cH:37][cH:36][cH:35][cH:34]1)[CH2:9][O:8]2. Starting materials: CC(=NN)c1ccccn1, CC#N, [Se]=C=Nc1ccccc1. The product is CC(=NNC(=[Se])Nc1ccccc1)c1ccccn1. RXN SMILES: [C:1]([CH3:2])([c:3]1[n:4][cH:5][cH:6][cH:7][cH:8]1)=[N:9][NH2:10].[CH3:20][C:21]#[N:22].[c:11]1([N:17]=[C:18]=[Se:19])[cH:12][cH:13][cH:14][cH:15][cH:16]1>>[C:1]([CH3:2])([c:3]1[n:4][cH:5][cH:6][cH:7][cH:8]1)=[N:9][NH:10][C:18]([NH:17][c:11]1[cH:12][cH:13][cH:14][cH:15][cH:16]1)=[Se:19].